From a dataset of the Open Reaction Database (ORD), a public repository of structured organic reaction records. describe an organic reaction: reactants, conditions, products, and yield Starting materials: NCCNC1CCN(CC1)CC[C@H](CN(C(C1=CC=CC=C1)=O)C)C1=CC(=C(C=C1)Cl)Cl ((S)-N-[4-[4-(2-aminoethylamino)-piperidino]-2-(3,4-dichlorophenyl)butyl]-N-methylbenzamide), C(=O)(N1C=NC=C1)N1C=NC=C1 (1,1'-carbonyldiimidazole). Solvent: C(Cl)(Cl)Cl (chloroform), ClCCl (dichloromethane). The product is Cl.ClC=1C=C(C=CC1Cl)[C@@H](CN(C(C1=CC=CC=C1)=O)C)CCN1CCC(CC1)N1C(NCC1)=O ((S)-N-[2-(3,4-Dichlorophenyl)-4-[4-(2-oxoimidazolidin1-yl)piperidino]butyl]-N-methylbenzamide hydrochloride). Isolated yield 121.2%. Reaction SMILES: [NH2:1][CH2:2][CH2:3][NH:4][CH:5]1[CH2:10][CH2:9][N:8]([CH2:11][CH2:12][C@@H:13]([C:25]2[CH:30]=[CH:29][C:28]([Cl:31])=[C:27]([Cl:32])[CH:26]=2)[CH2:14][N:15]([CH3:24])[C:16](=[O:23])[C:17]2[CH:22]=[CH:21][CH:20]=[CH:19][CH:18]=2)[CH2:7][CH2:6]1.[C:33](N1C=CN=C1)(N1C=CN=C1)=[O:34]>C(Cl)(Cl)Cl.ClCCl>[ClH:31].[Cl:32][C:27]1[CH:26]=[C:25]([C@H:13]([CH2:12][CH2:11][N:8]2[CH2:9][CH2:10][CH:5]([N:4]3[CH2:3][CH2:2][NH:1][C:33]3=[O:34])[CH2:6][CH2:7]2)[CH2:14][N:15]([CH3:24])[C:16](=[O:23])[C:17]2[CH:22]=[CH:21][CH:20]=[CH:19][CH:18]=2)[CH:30]=[CH:29][C:28]=1[Cl:31] |f:4.5|. Procedure details: A stirred solution of (S)-N-[4-[4-(2-aminoethylamino)-piperidino]-2-(3,4-dichlorophenyl)butyl]-N-methylbenzamide (0.356 g) and 1,1'-carbonyldiimidazole (0.157 g) in chloroform (6 mL) was heated at reflux for 2 hours. The reaction mixture was diluted with dichloromethane, washed (aqueous sodium bicarbonate), dried, evaporated, and chromatographed, with dichloromethane:methanol (gradient 98:2, 90:10) as eluent. The resulting material was dissolved in dichloromethane, precipitated as the hydrochlor... Reactants: COCCNCCOC (Di-(2-methoxyethyl)amine), BrC1=CC=C(CBr)C=C1 (4-bromobenzylbromide), CN(C)C=O (DMF). Conditions: time 2 hour. The product is BrC1=CC=C(CN(C(COC)=O)CCOC)C=C1 (N-(4-Bromobenzyl)-2-methoxy-N-(2-methoxyethyl)ethanamide). RXN SMILES: [CH3:1][O:2][CH2:3][CH2:4][NH:5][CH2:6][CH2:7][O:8][CH3:9].[Br:10][C:11]1[CH:18]=[CH:17][C:14]([CH2:15]Br)=[CH:13][CH:12]=1.CN(C=[O:23])C>>[Br:10][C:11]1[CH:18]=[CH:17][C:14]([CH2:15][N:5]([CH2:6][CH2:7][O:8][CH3:9])[C:4](=[O:23])[CH2:3][O:2][CH3:1])=[CH:13][CH:12]=1. Procedure: Di-(2-methoxyethyl)amine (6 ml) was added to a solution of 4-bromobenzylbromide (5 g) in DMF (20 ml) at ambient temperature. After stirring at ambient temperature for 2 h, the mixture was partitioned between ethyl acetate and saturated sodium hydrogen carbonate solution. The organic phase was dried, the solvent removed under vacuum to yield a yellow oil which was purified by column chromatography using a 0 to 20% ethyl acetate/isohexane gradient to yield the title compound as a clear oil (4.83 g... Starting materials: C[SiH](C)c1csc(C(C)(C)C)n1, [Li]CCCC, CN(C)C=O, [Cl-], [NH4+]. The product is C[SiH](C)c1nc(C(C)(C)C)sc1C=O. Reaction SMILES: [C:1]([CH3:2])([CH3:3])([CH3:4])[c:5]1[s:6][cH:7][c:8]([SiH:10]([CH3:11])[CH3:12])[n:9]1.[CH2:13]([Li:14])[CH2:15][CH2:16][CH3:17].[CH3:20][N:21]([CH:22]=[O:23])[CH3:24].[Cl-:18].[NH4+:19]>>[C:1]([CH3:2])([CH3:3])([CH3:4])[c:5]1[s:6][c:7]([CH:22]=[O:23])[c:8]([SiH:10]([CH3:11])[CH3:12])[n:9]1. Reactants: COC(=O)C1=C(OC2=C1C=C(C=C2)OC)C2=CC=C(C=C2)F (2-(4-fluoro-phenyl)-5-methoxy-benzofuran-3-carboxylic acid methyl ester), C([O-])([O-])=O.[K+].[K+] (potassium carbonate), C(C)#N (acetonitrile), C(C)OC(=O)C1=C(OC2=C1C=C(C=C2)OC)C2=CC=C(C=C2)F (2-(4-fluoro-phenyl)-5-methoxy-benzofuran-3-carboxylic acid ethyl ester), CI (Methyl iodide), C(C)#N (acetonitrile). Run at time 24 hour. Yields the product CNC(=O)C1=C(OC2=C1C=C(C=C2)OC)C2=CC=C(C=C2)F (2-(4-fluoro-phenyl)-5-methoxy-benzofuran-3-carboxylic acid methylamide). Isolated yield 78.0%. Reaction SMILES: C[O:2][C:3]([C:5]1[C:9]2[CH:10]=[C:11]([O:14][CH3:15])[CH:12]=[CH:13][C:8]=2[O:7][C:6]=1[C:16]1[CH:21]=[CH:20][C:19]([F:22])=[CH:18][CH:17]=1)=O.C(OC(C1C2C=C(OC)C=CC=2OC=1C1C=CC(F)=CC=1)=O)C.CI.C(=O)([O-])[O-].[K+].[K+].[C:54](#[N:56])C>>[CH3:54][NH:56][C:3]([C:5]1[C:9]2[CH:10]=[C:11]([O:14][CH3:15])[CH:12]=[CH:13][C:8]=2[O:7][C:6]=1[C:16]1[CH:21]=[CH:20][C:19]([F:22])=[CH:18][CH:17]=1)=[O:2] |f:3.4.5|. Procedure details: Preparation of compound 12(b)(i) and compound 12(b)(ii) (2-(4-fluoro-phenyl)-5-methoxy-benzofuran-3-carboxylic acid methyl ester and 2-(4-fluoro-phenyl)-5-methoxy-benzofuran-3-carboxylic acid ethyl ester). Methyl iodide (0.43 mL, 6.99 mmol) was added to a mixture of the compounds 12(a)(i) and 12(a)(ii) (1.00 g, 3.49 mmol), potassium carbonate (milled, 1.21 g, 8.73 mmol) and anhydrous acetonitrile (15 mL) under an argon atmosphere. The reaction mixture was heated to reflux under argon for 18 hour... Reactants: II (iodine), C1(=CC=CC=C1)N1CCNCC1 (1-phenylpiperazine). The reagents and catalysts are C(C1=CC=CC=C1)(=O)[O-].[Ag+] (silver benzoate). The solvent is C(C)(=O)O (acetic acid). Yields the product IC1=CC=C(C=C1)N1CCNCC1 (1-(4-iodophenyl)-piperzine). The yield is 11.3%. Reaction SMILES: [I:1]I.[C:3]1([N:9]2[CH2:14][CH2:13][NH:12][CH2:11][CH2:10]2)[CH:8]=[CH:7][CH:6]=[CH:5][CH:4]=1>C(O)(=O)C.C([O-])(=O)C1C=CC=CC=1.[Ag+]>[I:1][C:6]1[CH:7]=[CH:8][C:3]([N:9]2[CH2:14][CH2:13][NH:12][CH2:11][CH2:10]2)=[CH:4][CH:5]=1 |f:3.4|. Procedure: Over a period of 15 minutes samples of iodine (8.62 grams, 0.034 mol) and silver benzoate (7.78 grams, 0.034mol) were added in portions to a magnetically stirred solution of 5 grams of 1-phenylpiperazine in 80 mL acetic acid. The mixture stirred for Ihour. The solvent was evaporated and the residue partioned between 150 mL diethyl ether and 150 mL 2N sodium hydroxide. The organic layer was washed with 100 mL water, 100 mL brine, then dried over potassium carbonate and concentrated in vacuo to yi... Isolated yield 68.9%. Starting materials: COC=1C=C(C=CC1)C1=CC=CC2=C1SC=C2C2=CC(=NN2)NC2=CC=C(C=C2)S(=O)(=O)N (4-{5-[7-(3-Methoxy-phenyl)-benzo[b]thiophen-3-yl]-1H-pyrazol-3-ylamino]-benzenesulfonamide), [Cl-].[NH+]1=CC=CC=C1 (pyridinium chloride). As a reaction SMILES: C[O:2][C:3]1[CH:4]=[C:5]([C:9]2[C:14]3[S:15][CH:16]=[C:17]([C:18]4[NH:22][N:21]=[C:20]([NH:23][C:24]5[CH:29]=[CH:28][C:27]([S:30]([NH2:33])(=[O:32])=[O:31])=[CH:26][CH:25]=5)[CH:19]=4)[C:13]=3[CH:12]=[CH:11][CH:10]=2)[CH:6]=[CH:7][CH:8]=1.[Cl-].[NH+]1C=CC=CC=1>>[OH:2][C:3]1[CH:4]=[C:5]([C:9]2[C:14]3[S:15][CH:16]=[C:17]([C:18]4[NH:22][N:21]=[C:20]([NH:23][C:24]5[CH:29]=[CH:28][C:27]([S:30]([NH2:33])(=[O:32])=[O:31])=[CH:26][CH:25]=5)[CH:19]=4)[C:13]=3[CH:12]=[CH:11][CH:10]=2)[CH:6]=[CH:7][CH:8]=1 |f:1.2|. Product: OC=1C=C(C=CC1)C1=CC=CC2=C1SC=C2C2=CC(=NN2)NC2=CC=C(C=C2)S(=O)(=O)N (4-{5-[7-(3-hydroxy-phenyl)-benzo[b]thiophen-3-yl]-1H-pyrazol-3-ylamino]-benzenesulfonamide). Conditions: temperature 180 celsius. Reported procedure: 4-{5-[7-(3-Methoxy-phenyl)-benzo[b]thiophen-3-yl]-1H-pyrazol-3-ylamino]-benzenesulfonamide (130 mg, 0.27 mmol) and pyridinium chloride (1.3 g) were combined in a sealed tube and heated at 180° C. for 2 h. The reaction was cooled, quenched with saturated NaHCO3 solution until the solid clump was broken up, and extracted with EtOAc (60 mL). Organics were washed with brine (25 mL), dried (Na2SO4), and concentrated in vacuo. Purification by silica gel chromatography gave 86 mg (68%) of 4-{5-[7-(3-hy... Starting materials: 43.8, ClC1=C(C=O)C(=CC=C1)Cl (2,6-dichlorobenzaldehyde), C1=C(C=CC2=CC=CC=C12)N (2-naphthalenamine), C(C)(=O)O (acetic acid), 20.3, [C-]#N.[K+] (potassium cyanide). The solvent is O (water). Run at time 40 hour. The product is 60, ClC1=C(C(=CC=C1)Cl)C(C#N)NC1=CC2=CC=CC=C2C=C1 (2,6-dichloro-α-[(2-naphthalenyl)amino]benzeneacetonitrile). RXN SMILES: [Cl:1][C:2]1[CH:9]=[CH:8][CH:7]=[C:6]([Cl:10])[C:3]=1[CH:4]=O.[CH:11]1[C:20]2[C:15](=[CH:16][CH:17]=[CH:18][CH:19]=2)[CH:14]=[CH:13][C:12]=1[NH2:21].C(O)(=O)C.[C-:26]#[N:27].[K+]>O>[Cl:1][C:2]1[CH:9]=[CH:8][CH:7]=[C:6]([Cl:10])[C:3]=1[CH:4]([NH:21][C:12]1[CH:13]=[CH:14][C:15]2[C:20](=[CH:19][CH:18]=[CH:17][CH:16]=2)[CH:11]=1)[C:26]#[N:27] |f:3.4|. Procedure: To a stirred mixture of 43.8 parts of 2,6-dichlorobenzaldehyde, 41 parts of 2-naphthalenamine and 500 parts of glacial acetic acid is added dropwise a solution of 20.3 parts of potassium cyanide in 35 parts of water. The whole is stirred for 40 hours at room temperature. The precipitated product is filtered off, washed on the filter with glacial acetic acid, with 2-propanol and petrleum ether, and dried, yielding 60 parts of 2,6-dichloro-α-[(2-naphthalenyl)amino]benzeneacetonitrile; mp. 94.8° C. Reactants: CCCCCCCCCCCCCCCCCC(=O)OC(COC(=O)C(NC(=O)OCc1ccccc1)C(C)C)CC(C)(C)C(=O)OCc1ccc(OC)cc1, ClCCl, O=C(O)C(F)(F)F. Yields the product CCCCCCCCCCCCCCCCCC(=O)OC(COC(=O)C(NC(=O)OCc1ccccc1)C(C)C)CC(C)(C)C(=O)O. Reaction SMILES: [C:1](=[O:2])([O:3][CH2:4][c:5]1[cH:6][cH:7][cH:8][cH:9][cH:10]1)[NH:11][CH:12]([CH:13]([CH3:14])[CH3:15])[C:16](=[O:17])[O:18][CH2:19][CH:20]([CH2:21][C:22]([C:23](=[O:24])[O:25][CH2:26][c:27]1[cH:28][cH:29][c:30]([O:31][CH3:32])[cH:33][cH:34]1)([CH3:35])[CH3:36])[O:37][C:38]([CH2:39][CH2:40][CH2:41][CH2:42][CH2:43][CH2:44][CH2:45][CH2:46][CH2:47][CH2:48][CH2:49][CH2:50][CH2:51][CH2:52][CH2:53][CH2:54][CH3:55])=[O:56].[Cl:64][CH2:65][Cl:66].[OH:57][C:58]([C:59]([F:60])([F:61])[F:62])=[O:63]>>[C:1](=[O:2])([O:3][CH2:4][c:5]1[cH:6][cH:7][cH:8][cH:9][cH:10]1)[NH:11][CH:12]([CH:13]([CH3:14])[CH3:15])[C:16](=[O:17])[O:18][CH2:19][CH:20]([CH2:21][C:22]([C:23](=[O:24])[OH:25])([CH3:35])[CH3:36])[O:37][C:38]([CH2:39][CH2:40][CH2:41][CH2:42][CH2:43][CH2:44][CH2:45][CH2:46][CH2:47][CH2:48][CH2:49][CH2:50][CH2:51][CH2:52][CH2:53][CH2:54][CH3:55])=[O:56].